From a dataset of the Open Reaction Database (ORD), a public repository of structured organic reaction records. describe an organic reaction: reactants, conditions, products, and yield Reaction SMILES: [Br-:13].[Br:1][c:2]1[cH:3][cH:4][c:5]([CH2:8][CH:9]([CH3:10])[CH3:11])[cH:6][cH:7]1.[CH2:14]([CH:15]([CH3:16])[CH3:17])[c:18]1[cH:19][cH:20][c:21]([Mg+:24])[cH:22][cH:23]1.[CH2:34]1[O:35][CH2:36][CH2:37][CH2:38]1.[Cl-:25].[Cl-:27].[Mg:12].[Zn+2:26].[cH:28]1[cH:29][cH:30][cH:31][cH:32][cH:33]1>>[c:2]1([Zn:26][c:21]2[cH:20][cH:19][c:18]([CH2:14][CH:15]([CH3:16])[CH3:17])[cH:23][cH:22]2)[cH:3][cH:4][c:5]([CH2:8][CH:9]([CH3:10])[CH3:11])[cH:6][cH:7]1. Yields the product CC(C)Cc1ccc([Zn]c2ccc(CC(C)C)cc2)cc1. Starting materials: [Br-], CC(C)Cc1ccc(Br)cc1, CC(C)Cc1ccc([Mg+])cc1, C1CCOC1, [Cl-], [Cl-], [Mg], [Zn+2], c1ccccc1. Reactants: CCOC(=O)C=CC#N, C1=C(c2cc3ccccc3[nH]2)CCC1. The product is CCOC(=O)C1c2c([nH]c3ccccc23)C2=C(CCC2)C1C#N. RXN SMILES: [C:15](#[N:16])[CH:17]=[CH:18][C:19](=[O:20])[O:21][CH2:22][CH3:23].[C:1]1([c:6]2[nH:7][c:8]3[cH:9][cH:10][cH:11][cH:12][c:13]3[cH:14]2)=[CH:2][CH2:3][CH2:4][CH2:5]1>>[C:1]12=[C:2]([CH2:3][CH2:4][CH2:5]1)[CH:17]([C:15]#[N:16])[CH:18]([C:19](=[O:20])[O:21][CH2:22][CH3:23])[c:14]1[c:6]2[nH:7][c:8]2[cH:9][cH:10][cH:11][cH:12][c:13]21. Reactants: C(C)(C)(C)OC(=O)N1CCC(CC1)OC1=CC=C(C=C1)CC(C)=O (4-[4-[2-oxo-propyl)-phenoxy]-piperidine-1-carboxylic acid tert-butyl ester), C[Si](C)(C)[N-][Si](C)(C)C.[K+] (KHMDS), C1CCOC1 (THF), O.NN (hydrazine hydrate), BrCC(=O)OCC (ethyl bromoacetate). Run in CCO (EtOH). Conditions: temperature 85 celsius, time 30 minute. The product is C(C)(C)(C)OC(=O)N1CCC(CC1)OC1=CC=C(C=C1)C1C(=NNC(C1)=O)C (4-[4-(3-methyl-6-oxo-1,4,5,6-tetrahydro-pyridazin-4-yl)-phenoxyl]-piperidine-1-carboxylic acid tert-butyl ester). Isolated yield 56.0%. As a reaction SMILES: [C:1]([O:5][C:6]([N:8]1[CH2:13][CH2:12][CH:11]([O:14][C:15]2[CH:20]=[CH:19][C:18]([CH2:21]C(=O)C)=[CH:17][CH:16]=2)[CH2:10][CH2:9]1)=[O:7])([CH3:4])([CH3:3])[CH3:2].C[Si]([N-][Si](C)(C)C)(C)C.[K+].BrCC([O:39][CH2:40][CH3:41])=O.O.[NH2:43][NH2:44].[CH2:45]1[CH2:49]OCC1>CCO>[C:1]([O:5][C:6]([N:8]1[CH2:9][CH2:10][CH:11]([O:14][C:15]2[CH:20]=[CH:19][C:18]([CH:21]3[CH2:41][C:40](=[O:39])[NH:44][N:43]=[C:49]3[CH3:45])=[CH:17][CH:16]=2)[CH2:12][CH2:13]1)=[O:7])([CH3:4])([CH3:3])[CH3:2] |f:1.2,4.5|. Reported procedure: A solution of the intermediate from Example 102 step 1 (1.0 g, 3.0 mmol) in THF (10 mL) at −78° C. under N2 was added KHMDS (0.5 M in toluene, 9.0 mL) dropwise. After 30 min at −78° C., ethyl bromoacetate (0.75 g, 4.5 mmol) was added drop wise. After 1 hr at −78° C., the reaction was quenched with 1 N HCl (4.0 mL), diluted with 20 mL of EtOAc and the layers separated. The EtOAc layer was washed with 5% NaHCO3, NaCl solution, then dried over Na2SO4 and concentrated. To the crude solid in 10 mL of...